Dataset: the Open Reaction Database (ORD), a public repository of structured organic reaction records. Task: describe an organic reaction: reactants, conditions, products, and yield Yield: 84.8%. The product is OCCNC1=CC(=NC=2N1N=CC2[N+](=O)[O-])C (7-β-hydroxyethylamino-5-methyl-3-nitropyrazolo[1,5-a]pyrimidine). Reported procedure: 15 g of 7-chloro-5-methyl-3-nitropyrazolo[1,5-a]pyrimidine in 100 cc of ethanol were introduced into a 250 cc three-necked round-bottomed flask equipped with a magnetic stirrer, a thermometer and a condenser. 5 g of ethanolamine were added dropwise and the medium was refluxed for 30 minutes. After cooling to room temperature, the yellow precipitate was filtered off. This precipitate was rinsed with diisopropyl ether. After drying under vacuum over phosphorus pentoxide, 14.2 g of 7-β-hydroxyethyl... Starting materials: ClC1=CC(=NC=2N1N=CC2[N+](=O)[O-])C (7-chloro-5-methyl-3-nitropyrazolo[1,5-a]pyrimidine), C(O)CN (ethanolamine). The solvent is C(C)O (ethanol). Reaction SMILES: Cl[C:2]1[N:7]2[N:8]=[CH:9][C:10]([N+:11]([O-:13])=[O:12])=[C:6]2[N:5]=[C:4]([CH3:14])[CH:3]=1.[CH2:15]([CH2:17][NH2:18])[OH:16]>C(O)C>[OH:16][CH2:15][CH2:17][NH:18][C:2]1[N:7]2[N:8]=[CH:9][C:10]([N+:11]([O-:13])=[O:12])=[C:6]2[N:5]=[C:4]([CH3:14])[CH:3]=1. Product: COc1ccc2c(c1)N(c1ccccc1)c1ccccc1C2. RXN SMILES: [Br:36][c:37]1[cH:38][cH:39][cH:40][cH:41][cH:42]1.[C:17]([P:18]([C:19]([CH3:20])([CH3:21])[CH3:22])[C:23]([CH3:24])([CH3:25])[CH3:26])([CH3:27])([CH3:28])[CH3:29].[CH3:1][O:2][c:3]1[cH:4][cH:5][c:6]2[c:15]([cH:16]1)[NH:14][c:13]1[c:8]([cH:9][cH:10][cH:11][cH:12]1)[CH2:7]2.[CH3:30][C:31]([CH3:32])([O-:33])[CH3:34].[CH3:43][c:44]1[cH:45][cH:46][cH:47][cH:48][cH:49]1.[Cl:59][CH2:60][Cl:61].[Na+:35].[O-:51][C:52]([CH3:53])=[O:54].[O-:55][C:56]([CH3:57])=[O:58].[Pd+2:50]>>[CH3:1][O:2][c:3]1[cH:4][cH:5][c:6]2[c:15]([cH:16]1)[N:14]([c:37]1[cH:38][cH:39][cH:40][cH:41][cH:42]1)[c:13]1[c:8]([cH:9][cH:10][cH:11][cH:12]1)[CH2:7]2. Starting materials: Brc1ccccc1, CC(C)(C)P(C(C)(C)C)C(C)(C)C, COc1ccc2c(c1)Nc1ccccc1C2, CC(C)(C)[O-], Cc1ccccc1, ClCCl, [Na+], CC(=O)[O-], CC(=O)[O-], [Pd+2]. Reactants: FC(C=1C=C(C=C(C1)C(F)(F)F)C(C(=O)N(C)C=1C=NC(=CC1I)Cl)(C)C)(F)F (2-[3,5-bis(trifluoromethyl)phenyl]-N-(6-chloro-4-iodo-3-pyridinyl)-N,2-dimethylpropanamide), ClC1=C(C=CC(=C1)F)B(O)O (2-chloro-4-fluorobenzene boronic acid), C([O-])([O-])=O.[Na+].[Na+] (sodium carbonate). The reagents and catalysts are C=1C=CC(=CC1)[P](C=2C=CC=CC2)(C=3C=CC=CC3)[Pd]([P](C=4C=CC=CC4)(C=5C=CC=CC5)C=6C=CC=CC6)([P](C=7C=CC=CC7)(C=8C=CC=CC8)C=9C=CC=CC9)[P](C=1C=CC=CC1)(C=1C=CC=CC1)C=1C=CC=CC1 (tetrakistriphenylphosphinepalladium). Run in O1CCOCC1 (dioxan). Product: FC(C=1C=C(C=C(C1)C(F)(F)F)C(C(=O)N(C)C=1C=NC(=CC1C1=C(C=C(C=C1)F)Cl)Cl)(C)C)(F)F (2-[3,5-bis(trifluoromethyl)phenyl]-N-[6-chloro-4-(2-chloro-4-fluorophenyl)-3-pyridinyl]-N,2-dimethylpropanamide). Isolated yield 96.0%. Reaction SMILES: [F:1][C:2]([F:29])([F:28])[C:3]1[CH:4]=[C:5]([C:13]([CH3:27])([CH3:26])[C:14]([N:16]([C:18]2[CH:19]=[N:20][C:21]([Cl:25])=[CH:22][C:23]=2I)[CH3:17])=[O:15])[CH:6]=[C:7]([C:9]([F:12])([F:11])[F:10])[CH:8]=1.[Cl:30][C:31]1[CH:36]=[C:35]([F:37])[CH:34]=[CH:33][C:32]=1B(O)O.C(=O)([O-])[O-].[Na+].[Na+]>O1CCOCC1.C1C=CC([P]([Pd]([P](C2C=CC=CC=2)(C2C=CC=CC=2)C2C=CC=CC=2)([P](C2C=CC=CC=2)(C2C=CC=CC=2)C2C=CC=CC=2)[P](C2C=CC=CC=2)(C2C=CC=CC=2)C2C=CC=CC=2)(C2C=CC=CC=2)C2C=CC=CC=2)=CC=1>[F:1][C:2]([F:29])([F:28])[C:3]1[CH:4]=[C:5]([C:13]([CH3:27])([CH3:26])[C:14]([N:16]([C:18]2[CH:19]=[N:20][C:21]([Cl:25])=[CH:22][C:23]=2[C:32]2[CH:33]=[CH:34][C:35]([F:37])=[CH:36][C:31]=2[Cl:30])[CH3:17])=[O:15])[CH:6]=[C:7]([C:9]([F:12])([F:11])[F:10])[CH:8]=1 |f:2.3.4,^1:56,58,77,96|. Procedure: 2-[3,5-bis(trifluoromethyl)phenyl]-N-(6-chloro-4-iodo-3-pyridinyl)-N,2-dimethylpropanamide (200 mg, 0.363 mmol), 2-chloro-4-fluorobenzene boronic acid (82 mg, 0.472 mmol), sodium carbonate (0.4 mL, 2M solution), tetrakistriphenylphosphinepalladium (4 mg, 0.00363 mmol) in dioxan (2 mL) were heated together in the microwave at 110° C. for 30 minutes. The mixture was partitioned between EtOAc and Brine. The Aqueous layer was extracted with EtOAc×3. The combined extracts were dried and evaporated. T... Reactants: C1CCOC1, [Li]CCCC, CCOC(=O)Cc1cccc(C)c1, CC#N, [Na+], [OH-]. The product is Cc1cccc(CC(=O)CC#N)c1. RXN SMILES: [CH2:24]1[O:25][CH2:26][CH2:27][CH2:28]1.[CH2:4]([Li:5])[CH2:6][CH2:7][CH3:8].[CH2:9]([O:11][C:12](=[O:10])[CH2:13][c:14]1[cH:15][c:16]([CH3:20])[cH:17][cH:18][cH:19]1)[CH3:21].[CH3:1][C:2]#[N:3].[Na+:23].[OH-:22]>>[CH2:1]([C:2]#[N:3])[C:12](=[O:11])[CH2:13][c:14]1[cH:15][c:16]([CH3:20])[cH:17][cH:18][cH:19]1. Starting materials: CC(=O)OC1C(=O)N=C(NC(=O)Nc2cccc(Cl)c2)N1C, CCS, CC#N, Cl. The product is CCSC1C(=O)N=C(NC(=O)Nc2cccc(Cl)c2)N1C. RXN SMILES: [C:1]([O:2][CH:5]1[C:6](=[O:22])[N:7]=[C:8]([NH:11][C:12](=[O:13])[NH:14][c:15]2[cH:16][c:17]([Cl:21])[cH:18][cH:19][cH:20]2)[N:9]1[CH3:10])(=[O:3])[CH3:4].[CH2:24]([CH3:25])[SH:26].[CH3:27][C:28]#[N:29].[ClH:23]>>[CH:5]1([S:26][CH2:24][CH3:25])[C:6](=[O:22])[N:7]=[C:8]([NH:11][C:12](=[O:13])[NH:14][c:15]2[cH:16][c:17]([Cl:21])[cH:18][cH:19][cH:20]2)[N:9]1[CH3:10]. The reactants are [N+](=O)([O-])C1=CC=C(C=C1)CC(=O)NN (2-(4-nitrophenyl)acetohydrazide), C(OCC)(OCC)OCC (triethyl orthoformate), CS(=O)(=O)O (methanesulfonic acid), O1CCCC1 (tetrahydrofuran). The solvent is C(C)(=O)OCC (ethyl acetate). Product: [N+](=O)([O-])C1=CC=C(CC=2OC=NN2)C=C1 (2-(4-nitrobenzyl)-1,3,4-oxadiazole), crystals. Isolated yield 73.0%. RXN SMILES: [N+:1]([C:4]1[CH:9]=[CH:8][C:7]([CH2:10][C:11]([NH:13][NH2:14])=[O:12])=[CH:6][CH:5]=1)([O-:3])=[O:2].[CH:15](OCC)(OCC)OCC.CS(O)(=O)=O.O1CCCC1>C(OCC)(=O)C>[N+:1]([C:4]1[CH:5]=[CH:6][C:7]([CH2:10][C:11]2[O:12][CH:15]=[N:14][N:13]=2)=[CH:8][CH:9]=1)([O-:3])=[O:2]. Procedure details: A mixture of 2-(4-nitrophenyl)acetohydrazide (2.50 g), triethyl orthoformate (5.69 g), methanesulfonic acid (0.25 g) and tetrahydrofuran (50 mL) was heated under reflux for 1 hr. The reaction mixture was diluted with ethyl acetate. The mixture was washed successively with saturated aqueous sodium hydrogen carbonate and saturated brine, dried over anhydrous magnesium sulfate and concentrated. The residue was subjected to silica gel column chromatography, and 2-(4-nitrobenzyl)-1,3,4-oxadiazole was...